This data is from the Open Reaction Database (ORD), a public repository of structured organic reaction records. The task is: describe an organic reaction: reactants, conditions, products, and yield The reactants are C(C)(C)C1=CC=C(C=C1)CC(C)=O (4-isopropylphenylacetone), OC(CN)C1=CC=CC=C1 (2-hydroxy-2-phenylethanamine). As a reaction SMILES: [CH:1]([C:4]1[CH:9]=[CH:8][C:7]([CH2:10][C:11](=O)[CH3:12])=[CH:6][CH:5]=1)([CH3:3])[CH3:2].[OH:14][CH:15]([C:18]1[CH:23]=[CH:22][CH:21]=[CH:20][CH:19]=1)[CH2:16][NH2:17]>C1C=CC=CC=1>[CH:1]([C:4]1[CH:9]=[CH:8][C:7]([CH2:10][CH:11]([NH:17][CH2:16][CH:15]([OH:14])[C:18]2[CH:23]=[CH:22][CH:21]=[CH:20][CH:19]=2)[CH3:12])=[CH:6][CH:5]=1)([CH3:3])[CH3:2]. Yield: 88.2%. Procedure details: A mixture of 4-isopropylphenylacetone (2.64 g) and 2-hydroxy-2-phenylethanamine (2.05 g) were refluxed in benzene (70 ml) under Dean & Stark conditions for 4 h. The solvent was removed under reduced pressure, replaced with ethanol (100 ml) and the solution hydrogenated using Pt as catalyst. The filtered solution was evaporated and the residual oil chromatographed on Kieselgel 60 (150 g). Elution with 2% methanol-chloroform gave the title compound as an oil (3.92 g). Treatment of this with a meth... Yields the product C(C)(C)C1=CC=C(C=C1)CC(C)NCC(C1=CC=CC=C1)O (N-[2-(4-Isopropylphenyl)-1-methylethyl]-2-hydroxy-2-phenylethanamine). Run in C1=CC=CC=C1 (benzene). Reactants: [OH-].[Na+] (sodium hydroxide), COC(CN1C(C(=C(C1)O)C1=CC(N(C1)CC(=O)OC)=O)=O)=O (1,1',5,5'-tetrahydro-4-hydroxy-2,2'-dioxo-[3,4'-bi-2H-pyrrole]-1,1'-diacetic acid dimethyl ester), Cl (hydrochloric acid). Solvent: O (water). Reaction conditions: time 2 hour. The product is OC1=C(C(N(C1)CC(=O)O)=O)C1=CC(N(C1)CC(=O)O)=O (1,1',5,5'-tetrahydro-4-hydroxy-2,2'-dioxo-[3,4'-bi-2H-pyrrole]-1,1'-diacetic acid). As a reaction SMILES: C[O:2][C:3](=[O:23])[CH2:4][N:5]1[CH2:9][C:8]([OH:10])=[C:7]([C:11]2[CH2:15][N:14]([CH2:16][C:17]([O:19]C)=[O:18])[C:13](=[O:21])[CH:12]=2)[C:6]1=[O:22].[OH-].[Na+].Cl>O>[OH:10][C:8]1[CH2:9][N:5]([CH2:4][C:3]([OH:23])=[O:2])[C:6](=[O:22])[C:7]=1[C:11]1[CH2:15][N:14]([CH2:16][C:17]([OH:19])=[O:18])[C:13](=[O:21])[CH:12]=1 |f:1.2|. Procedure details: 6.5 g (0.02 mol) of 1,1',5,5'-tetrahydro-4-hydroxy-2,2'-dioxo-[3,4'-bi-2H-pyrrole]-1,1'-diacetic acid dimethyl ester are stirred in 100 ml of water and 20 ml of concentrated aqueous sodium hydroxide solution for 12 hours at 90°. The solution is then rendered strongly acidic with concentrated aqueous hydrochloric acid solution while cooling with an ice-water bath. The resulting suspension is stirred for a further 2 hours in order to complete the reaction, then filtered, washed with water and acet... Starting materials: S(=O)(=O)=O (sulfur trioxide), sodio-2-N,N-diethylaminoethoxide, C(C)N(CCO)CC (N,N-diethylethanolamine), S(=O)(=O)=O (sulfur trioxide), II, S(=O)(=O)=O (sulfur trioxide). Run at temperature 25 celsius. The product is C(C)N(CC)CCOCCN(CC)CC (bis[2-(N,N-diethylamino)ethyl]ether). Yield: 17.1%. As a reaction SMILES: [CH2:1]([N:3]([CH2:7][CH3:8])[CH2:4][CH2:5][OH:6])[CH3:2].S(=O)(=O)=O>>[CH2:1]([N:3]([CH2:4][CH2:5][O:6][CH2:2][CH2:1][N:3]([CH2:7][CH3:8])[CH2:4][CH3:5])[CH2:7][CH3:8])[CH3:2]. Procedure details: Using the apparatus of Example 1, a solution of 2.43 moles of sodio-2-N,N-diethylaminoethoxide in 4.57 moles of N,N-diethylethanolamine at about 50° C. was added to he reactor. To this mixture was added 514 grams of Diluent II. The resulting mixture was cooled to 25° C. with stirring and then circulated through the scrubber. A vapor mixture of sulfur trioxide and nitrogen, produced by sparging nitrogen gas through liquid sulfur trioxide at a rate of about 148 cubic centimeters per minute, was pa... Procedure details: A mixture of 3-(ethylamino)-5-(pyridin-4-yl)thiophene-2-carboxamide (0.100 g, 0.400 mmol), acetone (3.0 mL), p-toluenesulfonic acid monohydrate (0.0095 g, 0.050 mmol) and acetic acid (2.0 mL) was stirred overnight at 70° C. in a sealed tube. The mixture was poured into sat. aqueous sodium hydrogen carbonate (100 mL). Extraction with ethyl acetate-tetrahydrofuran (2:1, 100 mL), drying over magnesium sulfate, filtration and concentration at reduced pressure gave an oil. The oil was purified by col... RXN SMILES: [CH2:1]([NH:3][C:4]1[CH:8]=[C:7]([C:9]2[CH:14]=[CH:13][N:12]=[CH:11][CH:10]=2)[S:6][C:5]=1[C:15]([NH2:17])=[O:16])[CH3:2].[CH3:18][C:19]([CH3:21])=O.O.C1(C)C=CC(S(O)(=O)=O)=CC=1.C(=O)([O-])O.[Na+]>C(O)(=O)C>[CH2:1]([N:3]1[C:4]2[CH:8]=[C:7]([C:9]3[CH:14]=[CH:13][N:12]=[CH:11][CH:10]=3)[S:6][C:5]=2[C:15](=[O:16])[NH:17][C:19]1([CH3:21])[CH3:18])[CH3:2] |f:2.3,4.5|. Run in C(C)(=O)O (acetic acid). The yield is 63.0%. Product: C(C)N1C(NC(C2=C1C=C(S2)C2=CC=NC=C2)=O)(C)C (1-ethyl-2,2-dimethyl-6-(pyridin-4-yl)-2,3-dihydrothieno[3,2-d]pyrimidin-4(1H)-one). Reactants: C(O)([O-])=O.[Na+] (sodium hydrogen carbonate), C(C)NC1=C(SC(=C1)C1=CC=NC=C1)C(=O)N (3-(ethylamino)-5-(pyridin-4-yl)thiophene-2-carboxamide), CC(=O)C (acetone), O.C1(=CC=C(C=C1)S(=O)(=O)O)C (p-toluenesulfonic acid monohydrate). Reaction conditions: temperature 70 celsius, time 8 hour. The reactants are ClC=1C=CC(=NC1C)N1C(C2=CC=CC=C2C1=O)=O (2-(5-chloro-6-methyl-2-pyridinyl)-1H-isoindole1,3(2H)-dione), C1CC(=O)N(C1=O)Br (NBS). Solvent: C(Cl)Cl (CH2Cl2). Product: BrCC1=C(C=CC(=N1)N1C(C2=CC=CC=C2C1=O)=O)Cl (2-[6-(bromomethyl)-5-chloro-2-pyridinyl]-1H-isoindole-1,3(2H)-dione). The yield is 116.1%. As a reaction SMILES: [Cl:1][C:2]1[CH:3]=[CH:4][C:5]([N:9]2[C:17](=[O:18])[C:16]3[C:11](=[CH:12][CH:13]=[CH:14][CH:15]=3)[C:10]2=[O:19])=[N:6][C:7]=1[CH3:8].C1C(=O)N([Br:27])C(=O)C1>C(Cl)Cl>[Br:27][CH2:8][C:7]1[N:6]=[C:5]([N:9]2[C:10](=[O:19])[C:11]3[C:16](=[CH:15][CH:14]=[CH:13][CH:12]=3)[C:17]2=[O:18])[CH:4]=[CH:3][C:2]=1[Cl:1]. Reported procedure: Following the procedure of Example 2, the product from Example 25 (6.07 g, 22 mmol) was reacted with NBS (3.96 g, 22 mmol) in CH2Cl2 (150 mL). The crude title product (8.98 g, >100%) was obtained and used without further purification. Reactants: CCCCO, CCN(C(C)C)C(C)C, Clc1ncc(Cl)c(Cl)n1, Nc1ccccc1. Yields the product Clc1ncc(Cl)c(Nc2ccccc2)n1. Reaction SMILES: [CH2:26]([OH:27])[CH2:28][CH2:29][CH3:30].[CH:17]([N:18]([CH2:19][CH3:20])[CH:21]([CH3:22])[CH3:23])([CH3:24])[CH3:25].[Cl:1][c:2]1[n:3][cH:4][c:5]([Cl:9])[c:6]([Cl:8])[n:7]1.[NH2:10][c:11]1[cH:12][cH:13][cH:14][cH:15][cH:16]1>>[Cl:1][c:2]1[n:3][cH:4][c:5]([Cl:9])[c:6]([NH:10][c:11]2[cH:12][cH:13][cH:14][cH:15][cH:16]2)[n:7]1.